From a dataset of the Open Reaction Database (ORD), a public repository of structured organic reaction records. describe an organic reaction: reactants, conditions, products, and yield Starting materials: CN(C(=O)CCNCc1cc(C(=O)c2ccccc2)ccc1[N+](=O)[O-])C1CCCCC1, CO, [H][H], c1ccsc1. The product is CN(C(=O)CCNCc1cc(C(=O)c2ccccc2)ccc1N)C1CCCCC1. Reaction SMILES: [C:1]([c:2]1[cH:3][cH:4][cH:5][cH:6][cH:7]1)(=[O:8])[c:9]1[cH:10][cH:11][c:12]([N+:29]([O-:30])=[O:31])[c:13]([CH2:14][NH:15][CH2:16][CH2:17][C:18](=[O:19])[N:20]([CH3:21])[CH:22]2[CH2:23][CH2:24][CH2:25][CH2:26][CH2:27]2)[cH:28]1.[CH3:39][OH:40].[H:37][H:38].[cH:32]1[cH:33][s:34][cH:35][cH:36]1>>[C:1]([c:2]1[cH:3][cH:4][cH:5][cH:6][cH:7]1)(=[O:8])[c:9]1[cH:10][cH:11][c:12]([NH2:29])[c:13]([CH2:14][NH:15][CH2:16][CH2:17][C:18](=[O:19])[N:20]([CH3:21])[CH:22]2[CH2:23][CH2:24][CH2:25][CH2:26][CH2:27]2)[cH:28]1.